From a dataset of the Open Reaction Database (ORD), a public repository of structured organic reaction records. describe an organic reaction: reactants, conditions, products, and yield Reactants: COC1=CC=C(C=N1)C=1NC(=NN1)C1CCN(CC1)CC1=CC=C(C=C1)C1=NC=2C=CNC(C2C=C1C1=CC=CC=C1)=O (2-[4-({4-[5-(6-Methoxypyridin-3-yl)-4H-1,2,4-triazol-3-yl]piperidin-1-yl}methyl)phenyl]-3-phenyl-1,6-naphthyridin-5(6H)-one). The solvent is Cl (HCl). Conditions: temperature 120 celsius. Yields the product OC1=CC=C(C=N1)C=1NC(=NN1)C1CCN(CC1)CC1=CC=C(C=C1)C1=NC=2C=CNC(C2C=C1C1=CC=CC=C1)=O (2-[4-({4-[5-(6-hydroxypyridin-3-yl)-4H-1,2,4-triazol-3-yl]piperidin-1-yl}methyl)phenyl]-3-phenyl-1,6-naphthyridin-5(6H)-one). RXN SMILES: C[O:2][C:3]1[N:8]=[CH:7][C:6]([C:9]2[NH:10][C:11]([CH:14]3[CH2:19][CH2:18][N:17]([CH2:20][C:21]4[CH:26]=[CH:25][C:24]([C:27]5[C:36]([C:37]6[CH:42]=[CH:41][CH:40]=[CH:39][CH:38]=6)=[CH:35][C:34]6[C:33](=[O:43])[NH:32][CH:31]=[CH:30][C:29]=6[N:28]=5)=[CH:23][CH:22]=4)[CH2:16][CH2:15]3)=[N:12][N:13]=2)=[CH:5][CH:4]=1>Cl>[OH:2][C:3]1[N:8]=[CH:7][C:6]([C:9]2[NH:10][C:11]([CH:14]3[CH2:15][CH2:16][N:17]([CH2:20][C:21]4[CH:22]=[CH:23][C:24]([C:27]5[C:36]([C:37]6[CH:38]=[CH:39][CH:40]=[CH:41][CH:42]=6)=[CH:35][C:34]6[C:33](=[O:43])[NH:32][CH:31]=[CH:30][C:29]=6[N:28]=5)=[CH:25][CH:26]=4)[CH2:18][CH2:19]3)=[N:12][N:13]=2)=[CH:5][CH:4]=1. Reported procedure: 2-[4-({4-[5-(6-Methoxypyridin-3-yl)-4H-1,2,4-triazol-3-yl]piperidin-1-yl}methyl)phenyl]-3-phenyl-1,6-naphthyridin-5(6H)-one (300 mg, 0.5 mmol) was dissolved in 6 M aqueous HCl (10 mL) and heated at 120° C. for 16 h. The solvents were evaporated under vacuum and the yellow residue was dried under high vacuum for 16 h to give 2-[4-({4-[5-(6-hydroxypyridin-3-yl)-4H-1,2,4-triazol-3-yl]piperidin-1-yl}methyl)phenyl]-3-phenyl-1,6-naphthyridin-5(6H)-one. NMR (MeOD): δ 9.16 (1H, bs), 8.61 (1H, bs), 8.28 ... The product is ClC1=CN=CC(=N1)NC(=O)C=1N(S(C2=C(C1O)C=CC=C2)(=O)=O)C (N-(6-Chloro-pyrazin-2-yl)-4-hydroxy-2-methyl-2H-1,2-benzothiazine-3-carboxamide-1,1-dioxide). RXN SMILES: [OH:1][C:2]1[C:7]2[CH:8]=[CH:9][CH:10]=[CH:11][C:6]=2[S:5](=[O:13])(=[O:12])[N:4]([CH3:14])[C:3]=1[C:15]([NH:17][CH3:18])=[O:16].NC1[CH:25]=[N:24][CH:23]=[C:22]([Cl:26])[N:21]=1.C1(C)C=CC(S(O)(=O)=O)=CC=1>>[Cl:26][C:22]1[N:21]=[C:18]([NH:17][C:15]([C:3]2[N:4]([CH3:14])[S:5](=[O:12])(=[O:13])[C:6]3[CH:11]=[CH:10][CH:9]=[CH:8][C:7]=3[C:2]=2[OH:1])=[O:16])[CH:25]=[N:24][CH:23]=1. Procedure details: This compound was prepared from 4-hydroxy-2-methyl-N-methyl-2H-1,2-benzothiazine-3-carboxamide-1,1-dioxide, 2-amino-6-chloro-pyrazine and p-toluenesulfonic acid analogous to Example 14. The reactants are OC1=C(N(S(C2=C1C=CC=C2)(=O)=O)C)C(=O)NC (4-hydroxy-2-methyl-N-methyl-2H-1,2-benzothiazine-3-carboxamide-1,1-dioxide), NC1=NC(=CN=C1)Cl (2-amino-6-chloro-pyrazine), C1(=CC=C(C=C1)S(=O)(=O)O)C (p-toluenesulfonic acid). Yields the product C(#N)C=1C=C(C=CC1F)C(CN1[C@H](CN(CC1)C(=O)OC(C)(C)C)CO)=O (tert-butyl (3R)-4-[2-(3-cyano-4-fluorophenyl)-2-oxoethyl]-3-(hydroxymethyl)piperazine-1-carboxylate). Starting materials: BrCC(=O)C=1C=CC(=C(C#N)C1)F (5-(bromoacetyl)-2-fluorobenzonitrile), OC[C@H]1CN(CCN1)C(=O)OC(C)(C)C (tert-butyl (3R)-3-(hydroxymethyl)piperazine-1-carboxylate), C(=O)([O-])[O-].[K+].[K+] (K2CO3). RXN SMILES: Br[CH2:2][C:3]([C:5]1[CH:6]=[CH:7][C:8]([F:13])=[C:9]([CH:12]=1)[C:10]#[N:11])=[O:4].[OH:14][CH2:15][C@@H:16]1[NH:21][CH2:20][CH2:19][N:18]([C:22]([O:24][C:25]([CH3:28])([CH3:27])[CH3:26])=[O:23])[CH2:17]1.C([O-])([O-])=O.[K+].[K+]>CN(C=O)C>[C:10]([C:9]1[CH:12]=[C:5]([C:3](=[O:4])[CH2:2][N:21]2[CH2:20][CH2:19][N:18]([C:22]([O:24][C:25]([CH3:26])([CH3:27])[CH3:28])=[O:23])[CH2:17][C@@H:16]2[CH2:15][OH:14])[CH:6]=[CH:7][C:8]=1[F:13])#[N:11] |f:2.3.4|. Procedure: To a solution of 5-(bromoacetyl)-2-fluorobenzonitrile (13.1 g, 0.054 mol) in DMF (160 mL) was added tert-butyl (3R)-3-(hydroxymethyl)piperazine-1-carboxylate (13.1 g, 0.065 mol) and K2CO3 (11.77 g, 0.075 mol), and the mixture was stirred at r.t for 3 h. The mixture was washed with water, and extracted with EtOAc. The organic layer was washed with brine dried over Na2SO4 and concentrated in vacuum to give the desired product, which can be used for next step without further purification. Conditions: time 3 hour. Solvent: CN(C)C=O (DMF).